The task is: describe an organic reaction: reactants, conditions, products, and yield. This data is from the Open Reaction Database (ORD), a public repository of structured organic reaction records. Starting materials: C(CC)P1(OP(OP(O1)(=O)CCC)(=O)CCC)=O (T3P), CC=1C=CN2N=C(N(C(C21)=O)C2=CC=CC=C2)[C@H](C)NC=2C1=C(N=CN2)NC=C1C(=O)O ((S)-4-((1-(5-Methyl-4-oxo-3-phenyl-3,4-dihydropyrrolo[2,1-f][1,2,4]triazin-2-yl)ethyl)amino)-7H-pyrrolo[2,3-d]pyrimidine-5-carboxylic acid), NC=1C=C(C=CC1)O (3-aminophenol), C(C)(C)N(CC)C(C)C (diisopropylethylamine). Solvent: CN(C)C=O (DMF), CN(C)C=O (DMF). Reaction conditions: time 30 minute. Product: OC=1C=C(C=CC1)NC(=O)C1=CNC=2N=CN=C(C21)N[C@@H](C)C2=NN1C(C(N2C2=CC=CC=C2)=O)=C(C=C1)C ((S)—N-(3-Hydroxyphenyl)-4-((1-(5-methyl-4-oxo-3-phenyl-3,4-dihydropyrrolo[2,1-f][1,2,4]triazin-2-yl)ethyl)amino)-7H-pyrrolo[2,3-d]pyrimidine-5-carboxamide). Yield: 6.4%. As a reaction SMILES: [CH3:1][C:2]1[CH:3]=[CH:4][N:5]2[C:10]=1[C:9](=[O:11])[N:8]([C:12]1[CH:17]=[CH:16][CH:15]=[CH:14][CH:13]=1)[C:7]([C@@H:18]([NH:20][C:21]1[C:22]3[C:29]([C:30](O)=[O:31])=[CH:28][NH:27][C:23]=3[N:24]=[CH:25][N:26]=1)[CH3:19])=[N:6]2.[NH2:33][C:34]1[CH:35]=[C:36]([OH:40])[CH:37]=[CH:38][CH:39]=1.C(N(C(C)C)CC)(C)C.C(P1(=O)OP(CCC)(=O)OP(CCC)(=O)O1)CC>CN(C=O)C>[OH:40][C:36]1[CH:35]=[C:34]([NH:33][C:30]([C:29]2[C:22]3[C:21]([NH:20][C@H:18]([C:7]4[N:8]([C:12]5[CH:13]=[CH:14][CH:15]=[CH:16][CH:17]=5)[C:9](=[O:11])[C:10]5=[C:2]([CH3:1])[CH:3]=[CH:4][N:5]5[N:6]=4)[CH3:19])=[N:26][CH:25]=[N:24][C:23]=3[NH:27][CH:28]=2)=[O:31])[CH:39]=[CH:38][CH:37]=1. Procedure: (S)-4-((1-(5-Methyl-4-oxo-3-phenyl-3,4-dihydropyrrolo[2,1-f][1,2,4]triazin-2-yl)ethyl)amino)-7H-pyrrolo[2,3-d]pyrimidine-5-carboxylic acid (25 mg, 0.06 mmol), 3-aminophenol (7 mg, 0.07 mmol) and diisopropylethylamine (41 μl, 0.23 mmol) were dissolved in DMF (1.5 ml) and stirred for 30 min. The reaction flask was then sealed and T3P® (50% in DMF, 140 μl, 0.24 mmol) was added dropwise and the reaction mixture stirred overnight at room temperature. The mixture was poured into ice and extracted with... The reactants are N1C(=CC=C1)C1=CN=CO1 (5-(pyrrol-2-yl)oxazole), C(C)(=O)[O-].[Na+] (sodium acetate), ice, CN(C=O)C (dimethylformamide), P(=O)(Cl)(Cl)Cl (phosphorus oxychloride). Run in ClCCCl (1,2-dichloroethane), C(Cl)(Cl)Cl (chloroform). Product: C(=O)C1=CC=C(N1)C1=CN=CO1 (5-(5-formylpyrrol-2-yl)oxazole). The yield is 80.0%. Reaction SMILES: CN(C)[CH:3]=[O:4].P(Cl)(Cl)(Cl)=O.[NH:11]1[CH:15]=[CH:14][CH:13]=[C:12]1[C:16]1[O:20][CH:19]=[N:18][CH:17]=1.C([O-])(=O)C.[Na+]>ClCCCl.C(Cl)(Cl)Cl>[CH:3]([C:15]1[NH:11][C:12]([C:16]2[O:20][CH:19]=[N:18][CH:17]=2)=[CH:13][CH:14]=1)=[O:4] |f:3.4|. Procedure details: To an ice cooled 1 mL dimethylformamide was added 0.82 g (5.4 mmol) of phosphorus oxychloride while stirring under a nitrogen atmosphere. The mixture was stirred 20 minutes and then was added a solution of 0.60 g (4.5 mmol) of 5-(pyrrol-2-yl)oxazole in 15 mL of 1,2-dichloroethane while cooling in an ice bath. The reaction mixture was then heated under reflux for 20 minutes. After cooling to room temperature, 50 mL of chloroform was added followed by 60 mL of saturated aqueous sodium acetate. Aft... The reactants are CC1=C2C=NNC2=C(C=C1)[N+](=O)[O-] (4-methyl-7-nitro-1H-indazole), C(C)(C)(C)OC(N(CCC)CCC)N(CCC)CCC (tert-butoxybis(dipropylamino)methane). Solvent: O1CCCC1 (tetrahydrofuran). Yields the product C(CC)N(C=CC1=C2C=NNC2=C(C=C1)[N+](=O)[O-])CCC (N,N-dipropyl-N-[2-(7-nitro-1H-indazol-4-yl)ethenyl]amine). The yield is 90.7%. As a reaction SMILES: [CH3:1][C:2]1[CH:10]=[CH:9][C:8]([N+:11]([O-:13])=[O:12])=[C:7]2[C:3]=1[CH:4]=[N:5][NH:6]2.C(O[CH:19](N(CCC)CCC)[N:20]([CH2:24][CH2:25][CH3:26])[CH2:21][CH2:22][CH3:23])(C)(C)C>O1CCCC1>[CH2:21]([N:20]([CH2:24][CH2:25][CH3:26])[CH:19]=[CH:1][C:2]1[CH:10]=[CH:9][C:8]([N+:11]([O-:13])=[O:12])=[C:7]2[C:3]=1[CH:4]=[N:5][NH:6]2)[CH2:22][CH3:23]. Procedure: 2.1 g of 4-methyl-7-nitro-1H-indazole and 5.0 g of tert-butoxybis(dipropylamino)methane are heated to 80° C. in 10 ml of tetrahydrofuran for 2.5 hours. The mixture is concentrated, distilled with tetrahydrofuran, and recrystallized from dichloromethane/hexane, yielding 3.1 g of N,N-dipropyl-N-[2-(7-nitro-1H-indazol-4-yl)ethenyl]amine, mp 166°-167° C. The product is CC(=NOCCOc1ccc(CC2SC(=O)NC2=O)cc1)c1cccc(Cl)c1. Reactants: CC(=O)c1cccc(Cl)c1, Cl, NOCCOc1ccc(CC2SC(=O)NC2=O)cc1. Reaction SMILES: [Cl:1][c:2]1[cH:3][c:4]([C:8]([CH3:9])=[O:10])[cH:5][cH:6][cH:7]1.[ClH:11].[NH2:12][O:13][CH2:14][CH2:15][O:16][c:17]1[cH:18][cH:19][c:20]([CH2:21][CH:22]2[C:23](=[O:28])[NH:24][C:25](=[O:27])[S:26]2)[cH:29][cH:30]1>>[Cl:1][c:2]1[cH:3][c:4]([C:8]([CH3:9])=[N:12][O:13][CH2:14][CH2:15][O:16][c:17]2[cH:18][cH:19][c:20]([CH2:21][CH:22]3[C:23](=[O:28])[NH:24][C:25](=[O:27])[S:26]3)[cH:29][cH:30]2)[cH:5][cH:6][cH:7]1.